This data is from the Open Reaction Database (ORD), a public repository of structured organic reaction records. The task is: describe an organic reaction: reactants, conditions, products, and yield Reactants: C(C1=CC=CC=C1)OC=1C2=C(N3C1C(N(CC3)C)=O)C(CN(C2=O)CC2=CC=C(C=C2)F)C(=O)OC (methyl 10-(benzyloxy)-2-(4-fluorobenzyl)-8-methyl-1,9-dioxo-1,2,3,4,6,7,8,9-octahydropyrido[3′,4′:4,5]pyrrolo[1,2-a]-pyrazine-4-carboxylate). The reagents and catalysts are [OH-].[OH-].[Pd+2] (Pearlman's catalyst). Solvent: C(C)O (ethanol). Conditions: time 1 hour. The product is FC1=CC=C(CN2C(C=3C(=C4N(CCN(C4=O)C)C3C(C2)C(=O)OC)O)=O)C=C1 (2-(4-Fluorobenzyl)-10-hydroxy-4-(methoxycarbonyl)-8-methyl-3,4,7,8-tetrahydropyrido-[3′,4′:4,5]pyrrolo[1,2-a]pyrazine-1,9(2H,6H)-dione). As a reaction SMILES: C([O:8][C:9]1[C:10]2[C:23](=[O:24])[N:22]([CH2:25][C:26]3[CH:31]=[CH:30][C:29]([F:32])=[CH:28][CH:27]=3)[CH2:21][CH:20]([C:33]([O:35][CH3:36])=[O:34])[C:11]=2[N:12]2[CH2:17][CH2:16][N:15]([CH3:18])[C:14](=[O:19])[C:13]=12)C1C=CC=CC=1>[OH-].[OH-].[Pd+2].C(O)C>[F:32][C:29]1[CH:28]=[CH:27][C:26]([CH2:25][N:22]2[CH2:21][CH:20]([C:33]([O:35][CH3:36])=[O:34])[C:11]3[N:12]4[CH2:17][CH2:16][N:15]([CH3:18])[C:14](=[O:19])[C:13]4=[C:9]([OH:8])[C:10]=3[C:23]2=[O:24])=[CH:31][CH:30]=1 |f:1.2.3|. Reported procedure: A mixture of methyl 10-(benzyloxy)-2-(4-fluorobenzyl)-8-methyl-1,9-dioxo-1,2,3,4,6,7,8,9-octahydropyrido[3′,4′:4,5]pyrrolo[1,2-a]-pyrazine-4-carboxylate (50 mg, 0.10 mmol) and Pearlman's catalyst (5 mg, 20% Pd(OH)2 on carbon) in ethanol (4 mL) was stirred under an atmosphere of hydrogen gas (1 atm) at room temperature for 1 hr. The reaction mixture was filtered through a pad of Celite. The filtrate was concentrated under vacuum, and the residue subjected to reverse phase HPLC purification. Colle... Starting materials: C(O)([O-])=O.[Na+] (sodium hydrogen carbonate), Cl.O1CCOC=2C=NC(=CC21)CNCC2CNCC2 (1-(2,3-dihydro(1,4)dioxino(2,3-c)pyridin-7-yl)-N-(pyrrolidin-3-ylmethyl)methanamine hydrochloride), C[O-].[Na+].CO (sodium methoxide methanol), FC1=CN=C2C=CC(N(C2=C1)CC=O)=O ((7-fluoro-2-oxo-1,5-naphthyridin-1(2H)-yl)acetaldehyde), C(#N)[BH3-].[Na+] (sodium cyanoborohydride). The solvent is C(C)(=O)OCC (ethyl acetate), CO (methanol), C(C)(=O)O (acetic acid). Conditions: time 30 minute. Product: O1CCOC=2C=NC(=CC21)CNCC2CN(CC2)CCN2C(C=CC1=NC=C(C=C21)F)=O (1-(2-(3-(((2,3-dihydro(1,4)dioxino(2,3-c)pyridin-7-ylmethyl)amino)methyl)pyrrolidin-1-yl)ethyl)-7-fluoro-1,5-naphthyridin-2(1H)-one). Isolated yield 14.2%. RXN SMILES: Cl.[O:2]1[C:11]2[CH:10]=[C:9]([CH2:12][NH:13][CH2:14][CH:15]3[CH2:19][CH2:18][NH:17][CH2:16]3)[N:8]=[CH:7][C:6]=2[O:5][CH2:4][CH2:3]1.C[O-].[Na+].CO.[F:25][C:26]1[CH:35]=[C:34]2[C:29]([CH:30]=[CH:31][C:32](=[O:39])[N:33]2[CH2:36][CH:37]=O)=[N:28][CH:27]=1.C([BH3-])#N.[Na+].C(=O)([O-])O.[Na+]>CO.C(OCC)(=O)C.C(O)(=O)C>[O:2]1[C:11]2[CH:10]=[C:9]([CH2:12][NH:13][CH2:14][CH:15]3[CH2:19][CH2:18][N:17]([CH2:37][CH2:36][N:33]4[C:34]5[C:29](=[N:28][CH:27]=[C:26]([F:25])[CH:35]=5)[CH:30]=[CH:31][C:32]4=[O:39])[CH2:16]3)[N:8]=[CH:7][C:6]=2[O:5][CH2:4][CH2:3]1 |f:0.1,2.3.4,6.7,8.9|. Reported procedure: To a suspension of 0.10 g of 1-(2,3-dihydro(1,4)dioxino(2,3-c)pyridin-7-yl)-N-(pyrrolidin-3-ylmethyl)methanamine hydrochloride in 5 mL of methanol, 0.17 g of a 28% sodium methoxide/methanol solution, 66 mg of (7-fluoro-2-oxo-1,5-naphthyridin-1(2H)-yl)acetaldehyde, 0.10 g of molecular sieves 3 A, 33 μL of acetic acid and 18 mg of sodium cyanoborohydride were added at room temperature, and the mixture was stirred at the same temperature for 2 hours 30 minutes. To the reaction mixture, a saturated ... The reactants are C(C)(C)(C)OC([C@@H]1N(CCC1)S(=O)(=O)C1=CC=C2C(=CN=C(C2=C1)NC(=N)N)Cl)=O (N-[(4-Chloro-1-guanidino-7-isoquinolinyl)sulphonyl]-D-proline t-butyl ester). The solvent is CCOC(=O)C (EtOAc), Cl (HCl). Reaction conditions: time 2.5 hour. Product: Cl.ClC1=CN=C(C2=CC(=CC=C12)S(=O)(=O)N1[C@@H](C(=O)O)CCC1)NC(=N)N (N-[(4-chloro-1-guanidino-7-isoquinolinyl)sulphonyl]-D-proline hydrochloride). Isolated yield 167.3%. As a reaction SMILES: C([O:5][C:6](=[O:30])[C@H:7]1[CH2:11][CH2:10][CH2:9][N:8]1[S:12]([C:15]1[CH:24]=[C:23]2[C:18]([C:19]([Cl:29])=[CH:20][N:21]=[C:22]2[NH:25][C:26]([NH2:28])=[NH:27])=[CH:17][CH:16]=1)(=[O:14])=[O:13])(C)(C)C>CCOC(C)=O.Cl>[ClH:29].[Cl:29][C:19]1[C:18]2[C:23](=[CH:24][C:15]([S:12]([N:8]3[CH2:9][CH2:10][CH2:11][C@@H:7]3[C:6]([OH:30])=[O:5])(=[O:14])=[O:13])=[CH:16][CH:17]=2)[C:22]([NH:25][C:26]([NH2:28])=[NH:27])=[N:21][CH:20]=1 |f:3.4|. Procedure: N-[(4-Chloro-1-guanidino-7-isoquinolinyl)sulphonyl]-D-proline t-butyl ester (50 mg, 0.11 mmol) was dissolved in a solution of EtOAc saturated with HCl (10 mL) and the mixture stirred at room temperature for 2.5 h. The mixture was concentrated in vacuo, azeotroping with CH2Cl2, to give N-[(4-chloro-1-guanidino-7-isoquinolinyl)sulphonyl]-D-proline hydrochloride (40 mg, 0.092 mmol) as a white powder. As a reaction SMILES: [Br:21][CH2:22][c:23]1[cH:24][cH:25][cH:26][cH:27][cH:28]1.[CH3:1][C:2]([CH3:3])([O-:4])[CH3:5].[CH3:29][CH2:30][OH:31].[Li+:6].[O:32]=[CH:33][N:34]([CH3:35])[CH3:36].[OH:7][c:8]1[c:9]([C:18]([CH3:19])=[O:20])[cH:10][cH:11][c:12]([OH:17])[c:13]1[N+:14](=[O:15])[O-:16]>>[OH:7][c:8]1[c:9]([C:18]([CH3:19])=[O:20])[cH:10][cH:11][c:12]([O:17][CH2:22][c:23]2[cH:24][cH:25][cH:26][cH:27][cH:28]2)[c:13]1[N+:14](=[O:15])[O-:16]. Starting materials: BrCc1ccccc1, CC(C)(C)[O-], CCO, [Li+], CN(C)C=O, CC(=O)c1ccc(O)c([N+](=O)[O-])c1O. Yields the product CC(=O)c1ccc(OCc2ccccc2)c([N+](=O)[O-])c1O.